Dataset: the Open Reaction Database (ORD), a public repository of structured organic reaction records. Task: describe an organic reaction: reactants, conditions, products, and yield Starting materials: CC(C)(C)OC(COC1=CC=C2C=CC=3OC(CCC3C2=C1)=O)=O ([(2,3-dihydro-3-oxo-1H-naphtho[2,1-b]pyran-9-yl)oxy]acetic acid 1,1-dimethylethyl ester), S(O)(O)(=O)=O (sulfuric acid), C(C)O (ethanol). Reaction conditions: time 13 day. The product is C(C)OC(CCC1=C(C=CC2=CC=C(C=C12)OCC(=O)OCC)O)=O (7-(2-Ethoxy-2-oxoethoxy)-2-hydroxy-1-naphthalenepropanoic Acid Ethyl Ester). Isolated yield 86.0%. As a reaction SMILES: [CH3:1][C:2]([O:5][C:6](=[O:24])[CH2:7][O:8][C:9]1[CH:22]=[C:21]2[C:12]([CH:13]=[CH:14][C:15]3[O:16][C:17](=[O:23])[CH2:18][CH2:19][C:20]=32)=[CH:11][CH:10]=1)(C)C.S(=O)(=O)(O)O.[CH2:30]([OH:32])[CH3:31]>>[CH2:30]([O:32][C:17](=[O:23])[CH2:18][CH2:19][C:20]1[C:21]2[C:12](=[CH:11][CH:10]=[C:9]([O:8][CH2:7][C:6]([O:5][CH2:2][CH3:1])=[O:24])[CH:22]=2)[CH:13]=[CH:14][C:15]=1[OH:16])[CH3:31]. Procedure details: To a solution of 2.97 g (9.0 mmol) of [(2,3-dihydro-3-oxo-1H-naphtho[2,1-b]pyran-9-yl)oxy]acetic acid 1,1-dimethylethyl ester from the preceding example, in 120 mL of ethanol, was added 2 mL of concentrated sulfuric acid and the resulting solution was allowed to stir at room temperature for 13 days. Most of ethanol was removed under reduced pressure and the residue was dissolved in ether. The solution was washed with saturated aqueous sodium bicarbonate solution and work-up was completed in the ... Starting materials: CC#N, O=C1CCC(=O)N1Cl, N#Cc1nn(-c2c(Cl)cc(C(F)(F)F)cc2Cl)c(N)c1-c1ccoc1, O. The product is N#Cc1nn(-c2c(Cl)cc(C(F)(F)F)cc2Cl)c(N)c1-c1ccoc1Cl. RXN SMILES: [CH3:35][C:36]#[N:37].[Cl:26][N:27]1[C:28](=[O:29])[CH2:30][CH2:31][C:32]1=[O:33].[NH2:1][c:2]1[c:3](-[c:21]2[cH:22][o:23][cH:24][cH:25]2)[c:4]([C:19]#[N:20])[n:5][n:6]1-[c:7]1[c:8]([Cl:18])[cH:9][c:10]([C:14]([F:15])([F:16])[F:17])[cH:11][c:12]1[Cl:13].[OH2:34]>>[NH2:1][c:2]1[c:3](-[c:21]2[c:22]([Cl:26])[o:23][cH:24][cH:25]2)[c:4]([C:19]#[N:20])[n:5][n:6]1-[c:7]1[c:8]([Cl:18])[cH:9][c:10]([C:14]([F:15])([F:16])[F:17])[cH:11][c:12]1[Cl:13]. The reactants are C=CCBr, CC(C)=O, [K+], [K+], O=C([O-])[O-], CCOC(=O)C(=O)c1ccc(O)cc1. Product: C=CCOc1ccc(C(=O)C(=O)OCC)cc1. As a reaction SMILES: [CH2:21]([CH:22]=[CH2:23])[Br:24].[CH3:25][C:26](=[O:27])[CH3:28].[K+:15].[K+:16].[O-:17][C:18]([O-:19])=[O:20].[OH:1][c:2]1[cH:3][cH:4][c:5]([C:6](=[O:7])[C:8](=[O:9])[O:10][CH2:11][CH3:12])[cH:13][cH:14]1>>[O:1]([c:2]1[cH:3][cH:4][c:5]([C:6](=[O:7])[C:8](=[O:9])[O:10][CH2:11][CH3:12])[cH:13][cH:14]1)[CH2:23][CH:22]=[CH2:21]. Starting materials: C1(=CC=CC=C1)CCN (2-phenylethylamine), COC1=C2CCC(C(C2=CC=C1)CC(=O)OCC)=O (ethyl 1,2,3,4-tetrahydro-5-methoxy-2-oxo-1-naphthylacetate), O (water). Solvent: C1(=CC=CC=C1)C (toluene). Reaction conditions: time 10 hour. Yields the product COC1=CC=CC=2[C@H]3CC(N([C@H]3CCC21)CCC2=CC=CC=C2)=O (rac-cis-1,3,3a,4,5,9b-hexahydro-6-methoxy-3-phenethyl-2H-benzo[e]indol-2-one). Isolated yield 63.9%. As a reaction SMILES: [CH3:1][O:2][C:3]1[CH:12]=[CH:11][CH:10]=[C:9]2[C:4]=1[CH2:5][CH2:6][C:7](=O)[CH:8]2[CH2:13][C:14]([O:16]CC)=O.[C:20]1([CH2:26][CH2:27][NH2:28])[CH:25]=[CH:24][CH:23]=[CH:22][CH:21]=1.O>C1(C)C=CC=CC=1>[CH3:1][O:2][C:3]1[C:4]2[CH2:5][CH2:6][C@H:7]3[C@H:8]([CH2:13][C:14](=[O:16])[N:28]3[CH2:27][CH2:26][C:20]3[CH:25]=[CH:24][CH:23]=[CH:22][CH:21]=3)[C:9]=2[CH:10]=[CH:11][CH:12]=1. Reported procedure: 4.0 g (0.01525 mol) of ethyl 1,2,3,4-tetrahydro-5-methoxy-2-oxo-1-naphthylacetate were dissolved in 80 ml of toluene, 2.02 ml (0.016 mol) of 2-phenylethylamine were added thereto and the mixture was boiled for 20 hours on a water separator. After concentration the residue was hydrogenated with 1.5 g of Raney-nickel in 150 ml of ethanol at 70° and 80 bar for 10 hours. The product was chromatographed over silica gel with cyclohexane/ethyl acetate 1:1. The product was crystallized in hexane/ethyl a... Reactants: [Si](C)(C)(C(C)(C)C)OC1=CC=C(N)C=C1 (4-[tert-Butyl(dimethyl)silyl]oxyaniline), BrC=1C=NN(C1)C1COC1 (4-bromo-1-(oxetan-3-yl)-pyrazole), sodium tert-butylate, chloro(2-di-tert-butylphosphino-2′,4′,6′-triisopropyl-1,1′-biphenyl)[2-(2-aminoethyl)phenyl]palladium(II). Solvent: O1CCCC1 (tetrahydrofuran). Product: [Si](C)(C)(C(C)(C)C)OC1=CC=C(C=C1)NC=1C=NN(C1)C1COC1 (N-[4-[tert-Butyl(dimethyl)silyl]oxyphenyl]-1-(oxetan-3-yl)-1H-pyrazol-4-amine). As a reaction SMILES: [Si:1]([O:8][C:9]1[CH:15]=[CH:14][C:12]([NH2:13])=[CH:11][CH:10]=1)([C:4]([CH3:7])([CH3:6])[CH3:5])([CH3:3])[CH3:2].Br[C:17]1[CH:18]=[N:19][N:20]([CH:22]2[CH2:25][O:24][CH2:23]2)[CH:21]=1>O1CCCC1>[Si:1]([O:8][C:9]1[CH:15]=[CH:14][C:12]([NH:13][C:17]2[CH:18]=[N:19][N:20]([CH:22]3[CH2:25][O:24][CH2:23]3)[CH:21]=2)=[CH:11][CH:10]=1)([C:4]([CH3:7])([CH3:6])[CH3:5])([CH3:3])[CH3:2]. Procedure details: 4-[tert-Butyl(dimethyl)silyl]oxyaniline (1.5 g, 7.2 mmol) and 4-bromo-1-(oxetan-3-yl)-pyrazole (1.6 g, 7.2 mmol) dissolved in anhydrous tetrahydrofuran (25 mL) are stirred for 3 hours at ambient temperature in the presence of sodium tert-butylate (3.7 mL, 2M solution in THF) and chloro(2-di-tert-butylphosphino-2′,4′,6′-triisopropyl-1,1′-biphenyl)[2-(2-aminoethyl)phenyl]palladium(II) (101 mg, 0.145 mmol). The reaction mixture is filtered over Celite and then evaporated to dryness. The residue is ... The reactants are CN1C(=O)[C@@]23C[C@]4([C@@H](N2C(=O)[C@@]1(SS3)CO)NC5=CC=CC=C54)N6C=C(C7=CC=CC=C76)CC89C(=O)N([C@](C(=O)N8C)(SS9)CO)C (CS-1), O (water). The product is C(CCCCCCC\C=C/CCCCCCCC)(=O)O (oleic acid). RXN SMILES: CN1[C@@]2(CO)SS[C@]3(N(C2=O)[C@H]2NC4C([C@@]2(N2[C:32]5[C:27](=[CH:28][CH:29]=[CH:30][CH:31]=5)[C:26]([CH2:33][C:34]56SS[C@@](CO)(C(N5C)=O)N(C)[C:35]6=[O:36])=C2)C3)=CC=CC=4)C1=O.[OH2:48]>>[C:35]([OH:36])(=[O:48])[CH2:34][CH2:33][CH2:26][CH2:27][CH2:32][CH2:31][CH2:30]/[CH:29]=[CH:28]\[CH2:34][CH2:33][CH2:26][CH2:27][CH2:28][CH2:29][CH2:30][CH3:31]. Procedure: Four hundred grams of oleic acid (SO-90L, produced by Kao Corporation), 16 g of activated clay (CS-1, mean inter-layer distance of 4 Å, produced by Mizusawa Kagaku) and 8 g of water were placed in an autoclave. After the inside atmosphere of the autoclave was replaced with nitrogen, the mixture was stirred. The inside of the autoclave was heated to 240° C. and kept in a steam atmosphere of 14 kgf/cm2 for 6 hours. After cooling, the reaction mixture obtained was taken out from the autoclave, and ...